From a dataset of the Open Reaction Database (ORD), a public repository of structured organic reaction records. describe an organic reaction: reactants, conditions, products, and yield The reactants are CNCCN(C)C, CCOC(C)=O, CSc1nc(N)n2nc(Nc3ccc(Oc4ccncc4)cc3)c(C#N)c2n1, CN(C)C=O. Product: CN(C)CCN(C)c1nc(N)n2nc(Nc3ccc(Oc4ccncc4)cc3)c(C#N)c2n1. As a reaction SMILES: [CH3:34][N:35]([CH2:36][CH2:37][NH:38][CH3:39])[CH3:40].[CH3:41][CH2:42][O:43][C:44](=[O:45])[CH3:46].[NH2:1][c:2]1[n:3][c:4]([S:27][CH3:28])[n:5][c:6]2[n:7]1[n:8][c:9]([NH:13][c:14]1[cH:15][cH:16][c:17]([O:20][c:21]3[cH:22][cH:23][n:24][cH:25][cH:26]3)[cH:18][cH:19]1)[c:10]2[C:11]#[N:12].[O:29]=[CH:30][N:31]([CH3:32])[CH3:33]>>[NH2:1][c:2]1[n:3][c:4]([N:38]([CH2:37][CH2:36][N:35]([CH3:34])[CH3:40])[CH3:39])[n:5][c:6]2[n:7]1[n:8][c:9]([NH:13][c:14]1[cH:15][cH:16][c:17]([O:20][c:21]3[cH:22][cH:23][n:24][cH:25][cH:26]3)[cH:18][cH:19]1)[c:10]2[C:11]#[N:12]. The product is CC(C)(C)OC(=O)N1CCC(c2cccc(Cl)c2)(C(C#N)C(=O)O)CC1. Reactants: CCO, CCOC(=O)C(C#N)C1(c2cccc(Cl)c2)CCN(C(=O)OC(C)(C)C)CC1, Cl, [Na+], [OH-]. As a reaction SMILES: [CH3:32][CH2:33][OH:34].[Cl:1][c:2]1[cH:3][c:4]([C:8]2([CH:21]([C:22](=[O:23])[O:24][CH2:25][CH3:26])[C:27]#[N:28])[CH2:9][CH2:10][N:11]([C:14](=[O:15])[O:16][C:17]([CH3:18])([CH3:19])[CH3:20])[CH2:12][CH2:13]2)[cH:5][cH:6][cH:7]1.[ClH:31].[Na+:30].[OH-:29]>>[Cl:1][c:2]1[cH:3][c:4]([C:8]2([CH:21]([C:22](=[O:23])[OH:24])[C:27]#[N:28])[CH2:9][CH2:10][N:11]([C:14](=[O:15])[O:16][C:17]([CH3:18])([CH3:19])[CH3:20])[CH2:12][CH2:13]2)[cH:5][cH:6][cH:7]1. Starting materials: C(C1=CC=CC=C1)O[C@@H]1[C@H](CCC1)C1=CC=NN1 (5-[(1R*,2S*)-2-(benzyloxy)cyclopentyl]-1H-pyrazole). As a reaction SMILES: [CH2:1]([O:8][C@H:9]1[CH2:13][CH2:12][CH2:11][C@@H:10]1[C:14]1[NH:18][N:17]=[CH:16][CH:15]=1)[C:2]1[CH:7]=[CH:6][CH:5]=[CH:4][CH:3]=1>CCCCCC.C(O)(C)C>[CH2:1]([O:8][C@@H:9]1[CH2:13][CH2:12][CH2:11][C@H:10]1[C:14]1[NH:18][N:17]=[CH:16][CH:15]=1)[C:2]1[CH:3]=[CH:4][CH:5]=[CH:6][CH:7]=1 |f:1.2|. Product: C(C1=CC=CC=C1)O[C@H]1[C@@H](CCC1)C1=CC=NN1 (5-[(1S,2R)-2-(Benzyloxy)cyclopentyl]-1H-pyrazole). Run in CCCCCC.C(C)(C)O (hexane isopropanol). Procedure: The 5-[(1R*,2S*)-2-(benzyloxy)cyclopentyl]-1H-pyrazole prepared in Example 148b was optically resolved with CHIRALPAK AD-H (Daicel Corp.; hexane/isopropanol=9:1) to yield the title compound as a pale yellow oil. RXN SMILES: [C:7]([c:8]1[cH:9][cH:10][cH:11][cH:12][cH:13]1)(=[O:14])[O:15][CH:16]1[CH2:17][C:18]([CH3:25])([CH3:26])[N:19]([OH:24])[C:20]([CH3:22])([CH3:23])[CH2:21]1.[CH3:1][C:2]([CH3:3])([O-:4])[CH3:5].[CH:27](=[CH2:28])[P:29]([O:30][CH2:31][CH3:32])([O:33][CH2:34][CH3:35])=[O:36].[K+:6].[O:37]1[CH2:38][CH2:39][CH2:40][CH2:41]1>>[C:7]([c:8]1[cH:9][cH:10][cH:11][cH:12][cH:13]1)(=[O:14])[O:15][CH:16]1[CH2:17][C:18]([CH3:25])([CH3:26])[N:19]([O:24][CH2:28][CH2:27][P:29]([O:30][CH2:31][CH3:32])([O:33][CH2:34][CH3:35])=[O:36])[C:20]([CH3:22])([CH3:23])[CH2:21]1. Starting materials: CC1(C)CC(OC(=O)c2ccccc2)CC(C)(C)N1O, CC(C)(C)[O-], C=CP(=O)(OCC)OCC, [K+], C1CCOC1. Product: CCOP(=O)(CCON1C(C)(C)CC(OC(=O)c2ccccc2)CC1(C)C)OCC. Starting materials: FC1=C(C=CC=C1)[N+](=O)[O-] (2-fluoronitrobenzene), COC=1C=C(C(C(=O)OC)=CC1)O (methyl 4-methoxysalicylate), C([O-])([O-])=O.[K+].[K+] (potassium carbonate). Solvent: CN(C)C=O (DMF). Product: COC(C1=C(C=C(C=C1)OC)OC1=C(C=CC=C1)[N+](=O)[O-])=O (4-Methoxy-2-(2-nitrophenoxy)-benzoic acid methyl ester). RXN SMILES: F[C:2]1[CH:7]=[CH:6][CH:5]=[CH:4][C:3]=1[N+:8]([O-:10])=[O:9].[CH3:11][O:12][C:13]1[CH:14]=[C:15]([OH:23])[C:16](=[CH:21][CH:22]=1)[C:17]([O:19][CH3:20])=[O:18].C(=O)([O-])[O-].[K+].[K+]>CN(C=O)C>[CH3:20][O:19][C:17](=[O:18])[C:16]1[CH:21]=[CH:22][C:13]([O:12][CH3:11])=[CH:14][C:15]=1[O:23][C:2]1[CH:7]=[CH:6][CH:5]=[CH:4][C:3]=1[N+:8]([O-:10])=[O:9] |f:2.3.4|. Procedure: A solution of 2-fluoronitrobenzene (3.978 g, 28.19 mmol), methyl 4-methoxysalicylate (5.131 g, 28.15 mmol), and potassium carbonate (7.800 g, 56.43 mmol) in DMF (30 mL) was warmed to 50° C. overnight. The solvent was removed in vacuo and the residue partitioned between dichloromethane and water. The water was extracted twice more with dichloromethane and the combined organic extracts washed with brine and dried (Na2SO4). The solvent was removed in vacuo to afford the title compound 1-1 as a pale... The reactants are O=C([O-])[O-], ClCc1ccccc1, Oc1cnc2c(Cl)ccnc2c1, ClCCl, [K+], [K+], CN(C)C=O. The product is Clc1ccnc2cc(OCc3ccccc3)cnc12. RXN SMILES: [C:13](=[O:14])([O-:15])[O-:16].[Cl:19][CH2:20][c:21]1[cH:22][cH:23][cH:24][cH:25][cH:26]1.[Cl:1][c:2]1[cH:3][cH:4][n:5][c:6]2[cH:7][c:8]([OH:12])[cH:9][n:10][c:11]12.[Cl:32][CH2:33][Cl:34].[K+:17].[K+:18].[O:27]=[CH:28][N:29]([CH3:30])[CH3:31]>>[Cl:1][c:2]1[cH:3][cH:4][n:5][c:6]2[cH:7][c:8]([O:12][CH2:20][c:21]3[cH:22][cH:23][cH:24][cH:25][cH:26]3)[cH:9][n:10][c:11]12. Product: N1(C=NC2=C1C=CC=C2)C2=NC(=CC(=N2)Cl)N2CCOCC2 (2-(benzimidazol-1-yl)-4-chloro-6-morpholinopyrimidine). As a reaction SMILES: [N:1]1([C:10]2[N:15]=[C:14](Cl)[CH:13]=[C:12]([Cl:17])[N:11]=2)[C:5]2[CH:6]=[CH:7][CH:8]=[CH:9][C:4]=2[N:3]=[CH:2]1.C(=O)([O-])[O-].[K+].[K+].[NH:24]1[CH2:29][CH2:28][O:27][CH2:26][CH2:25]1.C(Cl)Cl>CN(C=O)C.O>[N:1]1([C:10]2[N:11]=[C:12]([Cl:17])[CH:13]=[C:14]([N:24]3[CH2:29][CH2:28][O:27][CH2:26][CH2:25]3)[N:15]=2)[C:5]2[CH:6]=[CH:7][CH:8]=[CH:9][C:4]=2[N:3]=[CH:2]1 |f:1.2.3|. Conditions: temperature -5 celsius, time 30 minute. The solvent is O (water), CN(C)C=O (DMF). Yield: 76.7%. Procedure details: The obtained 2-(benzimidazol-1-yl)-4,6-dichloropyrimidine (2.08 g, 7.85 mmol) dissolved in DMF(30 ml) was cooled to −5° C., added with anhydrous potassium carbonate (3.0 g, 22 mmol) and morpholine (0.68 g. 7.85 mmol) and stirred for 30 minutes. The reaction mixture was further stirred at room temperature overnight and condensed under reduced pressure. The residue was added with methylene chloride and water and shaken for mixing. The organic layer was separated out and washed with water, dried ov... Starting materials: C(Cl)Cl (methylene chloride), C([O-])([O-])=O.[K+].[K+] (potassium carbonate), N1CCOCC1 (morpholine), N1(C=NC2=C1C=CC=C2)C2=NC(=CC(=N2)Cl)Cl (2-(benzimidazol-1-yl)-4,6-dichloropyrimidine). The reactants are CO[C@]1(O[C@@H]2CCCCCCCCCC(O[C@@H](C1)C2)=O)[C@H]2N(C(SC2)=O)CC2=CC=C(C=C2)OC ((R)-4-((1R,13R,15R)-15-methoxy-3-oxo-2,14-dioxa-bicyclo[11.3.1]heptadecan-15-yl)-3-(4-methoxybenzyl)thiazolidin-2-one), CO[C@]1(O[C@@H]2CCC\C=C/CC\C(=C/C(O[C@@H](C1)C2)=O)\C)[C@H]2N(C(SC2)=O)CC2=CC=C(C=C2)OC ((R)-4-((1R,4Z,8Z,13R,15R)-15-methoxy-5-methyl-3-oxo-2,14-dioxa-bicyclo[11.3.1]heptadeca-4,8-dien-15-yl)-3-(4-methoxybenzyl)thiazolidin-2-one). Yields the product O[C@]1(O[C@@H]2CCCCCCCCCC(O[C@@H](C1)C2)=O)[C@H]2NC(SC2)=O ((R)-4-((1R,13R,15R)-15-Hydroxy-3-oxo-2,14-dioxa-bicyclo[11.3.1]heptadecan-15-yl)thiazolidin-2-one). Reaction SMILES: C[O:2][C@:3]1([C@@H:21]2[CH2:25][S:24][C:23](=[O:26])[N:22]2CC2C=CC(OC)=CC=2)[CH2:18][C@H:17]2[CH2:19][C@@H:5]([CH2:6][CH2:7][CH2:8][CH2:9][CH2:10][CH2:11][CH2:12][CH2:13][CH2:14][C:15](=[O:20])[O:16]2)[O:4]1.CO[C@]1([C@@H]2CSC(=O)N2CC2C=CC(OC)=CC=2)C[C@H]2C[C@@H](CCCC=CCCC(C)=CC(=O)O2)O1>>[OH:2][C@:3]1([C@@H:21]2[CH2:25][S:24][C:23](=[O:26])[NH:22]2)[CH2:18][C@H:17]2[CH2:19][C@@H:5]([CH2:6][CH2:7][CH2:8][CH2:9][CH2:10][CH2:11][CH2:12][CH2:13][CH2:14][C:15](=[O:20])[O:16]2)[O:4]1. Procedure details: Application of the method shown in Example 46, with the modification that (R)-4-((1R,13R,15R)-15-methoxy-3-oxo-2,14-dioxa-bicyclo[11.3.1]heptadecan-15-yl)-3-(4-methoxybenzyl)thiazolidin-2-one was substituted for (R)-4-((1R,4Z,8Z,13R,15R)-15-methoxy-5-methyl-3-oxo-2,14-dioxa-bicyclo[11.3.1]heptadeca-4,8-dien-15-yl)-3-(4-methoxybenzyl)thiazolidin-2-one, afforded the title compound.